From a dataset of the Open Reaction Database (ORD), a public repository of structured organic reaction records. describe an organic reaction: reactants, conditions, products, and yield Reactants: C(C=C)OC(=O)N1[C@@H](C[C@@H](C1)O)C=C(C(C)=O)C ((2S,4S)-1-allyloxycarbonyl-4-hydroxy-2-(2-methyl-3-oxo-1-butenyl)pyrrolidine), N1C=NC=C1 (imidazole), [Si](C)(C)(C(C)(C)C)Cl (t-butyldimethylsilyl chloride). The solvent is CN(C=O)C (N,N-dimethylformamide), C(C)(=O)OCC (ethyl acetate). Reaction conditions: time 2 hour. The product is C(C=C)OC(=O)N1[C@@H](C[C@@H](C1)O[Si](C)(C)C(C)(C)C)C=C(C(C)=O)C ((2S,4S)-1-allyloxycarbonyl-4-t-butyldimethylsilyloxy-2-(2-methyl-3-oxo-1-butenyl)pyrrolidine). The yield is 63.2%. RXN SMILES: [CH2:1]([O:4][C:5]([N:7]1[CH2:11][C@@H:10]([OH:12])[CH2:9][C@H:8]1[CH:13]=[C:14]([CH3:18])[C:15](=[O:17])[CH3:16])=[O:6])[CH:2]=[CH2:3].N1C=CN=C1.[Si:24](Cl)([C:27]([CH3:30])([CH3:29])[CH3:28])([CH3:26])[CH3:25]>CN(C)C=O.C(OCC)(=O)C>[CH2:1]([O:4][C:5]([N:7]1[CH2:11][C@@H:10]([O:12][Si:24]([C:27]([CH3:30])([CH3:29])[CH3:28])([CH3:26])[CH3:25])[CH2:9][C@H:8]1[CH:13]=[C:14]([CH3:18])[C:15](=[O:17])[CH3:16])=[O:6])[CH:2]=[CH2:3]. Procedure: To a solution of (2S,4S)-1-allyloxycarbonyl-4-hydroxy-2-(2-methyl-3-oxo-1-butenyl)pyrrolidine (4.00 g) in N,N-dimethylformamide (40 ml) were added imidazole (2.70 g) and t-butyldimethylsilyl chloride (4.80 g). The resulting mixture was allowed to stand at ambient temperature for 2 hours. The mixture was diluted with ethyl acetate (200 ml), washed in turn with water and brine, dried over magnesium sulfate and evaporated. The residue was chromatographed on silica gel (100 ml) eluting with a mixtur... The reactants are C1(=CC=CC=C1)C (toluene), C(=C)C1C2C=CC(C1)C2 (5-vinyl-2-norbornene), H2PtCl6, C[SiH](O[SiH](C)C)C (1,1,3,3-tetramethyldisiloxane), C(C)(C)(CC)O (t-amyl alcohol). Run in C(C)C(=O)C (methyl ethyl ketone). The product is C(=C)C1C2CCC(C1)(C2)[Si](O[Si](C)(C)C21CCC(C(C2)C=C)C1)(C)C (1,3-bis(5-vinylnorbornyl)-1,1,3,3-tetramethyldisiloxane). RXN SMILES: [C:1]1([CH3:7])[CH:6]=[CH:5][CH:4]=[CH:3][CH:2]=1.[CH:8]([CH:10]1[CH2:15][CH:14]2[CH2:16][CH:11]1[CH:12]=[CH:13]2)=[CH2:9].[CH3:17][SiH:18]([CH3:23])[O:19][SiH:20]([CH3:22])[CH3:21].[C:24](O)(CC)(C)[CH3:25]>C(C(C)=O)C>[CH:8]([CH:10]1[CH2:15][C:14]2([Si:18]([CH3:23])([CH3:17])[O:19][Si:20]([C:1]34[CH2:7][CH:4]([CH:5]([CH:24]=[CH2:25])[CH2:6]3)[CH2:3][CH2:2]4)([CH3:22])[CH3:21])[CH2:16][CH:11]1[CH2:12][CH2:13]2)=[CH2:9]. Procedure details: To a 10 ml toluene solution of 60.1 g (0.5 mole) of 5-vinyl-2-norbornene and 0.30 g of 5% H2PtCl6 in t-amyl alcohol is added 29.6 g of 1,1,3,3-tetramethyldisiloxane (0.22 mole, 90% purity) at 45°-50° C. for 1 hour and 30 minutes. The reaction is complete after keeping the reaction at 55°-60° C. for 6 hours. The mixture is then dissolved in 250 ml methyl ethyl ketone. After washing successively with 100 ml portions of water four times, 65 g of 1,3-bis(5-vinylnorbornyl)-1,1,3,3-tetramethyldisiloxa... The reactants are CC(C)(C)OC(=O)c1cc(O)c2c(c1)OC(COc1ccccc1)C2, CC(C)I, [K+], [K+], O=C([O-])[O-], CN(C)C=O, O. The product is CC(C)Oc1cc(C(=O)OC(C)(C)C)cc2c1CC(COc1ccccc1)O2. As a reaction SMILES: [C:5]([CH3:6])([CH3:7])([CH3:8])[O:9][C:10](=[O:11])[c:12]1[cH:13][c:14]2[c:15]([c:27]([OH:29])[cH:28]1)[CH2:16][CH:17]([CH2:19][O:20][c:21]1[cH:22][cH:23][cH:24][cH:25][cH:26]1)[O:18]2.[I:1][CH:2]([CH3:3])[CH3:4].[K+:30].[K+:31].[O-:32][C:33]([O-:34])=[O:35].[O:36]=[CH:37][N:38]([CH3:39])[CH3:40].[OH2:41]>>[CH:2]([CH3:3])([CH3:4])[O:29][c:27]1[c:15]2[c:14]([cH:13][c:12]([C:10]([O:9][C:5]([CH3:6])([CH3:7])[CH3:8])=[O:11])[cH:28]1)[O:18][CH:17]([CH2:19][O:20][c:21]1[cH:22][cH:23][cH:24][cH:25][cH:26]1)[CH2:16]2. Starting materials: Cl.C(C)OC(=O)C=1NC2=C(C=CC(=C2C1)C(CN(C(CC(=O)OC)C)CC1=CC=CC=C1)=O)O (4-[N-benzyl-N-(2-methoxycarbonyl-1-methylethyl)aminoacetyl]-7-hydroxyindole-2-carboxylic acid ethyl ester hydrochloride), C([O-])([O-])=O.[K+].[K+] (potassium carbonate), C(C1=CC=CC=C1)Br (benzyl bromide). The solvent is CC(=O)C (acetone). Yields the product C(C)OC(=O)C=1NC2=C(C=CC(=C2C1)C(CN(C(CC(=O)OC)C)CC1=CC=CC=C1)=O)OCC1=CC=CC=C1 (4-[N-benzyl-N-(2-methoxycarbonyl-1-methylethyl)aminoacetyl]-7-benzyloxyindole-2-carboxylic acid ethyl ester). RXN SMILES: Cl.[CH2:2]([O:4][C:5]([C:7]1[NH:8][C:9]2[C:14]([CH:15]=1)=[C:13]([C:16](=[O:33])[CH2:17][N:18]([CH2:26][C:27]1[CH:32]=[CH:31][CH:30]=[CH:29][CH:28]=1)[CH:19]([CH3:25])[CH2:20][C:21]([O:23][CH3:24])=[O:22])[CH:12]=[CH:11][C:10]=2[OH:34])=[O:6])[CH3:3].C(=O)([O-])[O-].[K+].[K+].[CH2:41](Br)[C:42]1[CH:47]=[CH:46][CH:45]=[CH:44][CH:43]=1>CC(C)=O>[CH2:2]([O:4][C:5]([C:7]1[NH:8][C:9]2[C:14]([CH:15]=1)=[C:13]([C:16](=[O:33])[CH2:17][N:18]([CH2:26][C:27]1[CH:32]=[CH:31][CH:30]=[CH:29][CH:28]=1)[CH:19]([CH3:25])[CH2:20][C:21]([O:23][CH3:24])=[O:22])[CH:12]=[CH:11][C:10]=2[O:34][CH2:41][C:42]1[CH:47]=[CH:46][CH:45]=[CH:44][CH:43]=1)=[O:6])[CH3:3] |f:0.1,2.3.4|. Reported procedure: 48.8 g of 4-[N-benzyl-N-(2-methoxycarbonyl-1-methylethyl)aminoacetyl]-7-hydroxyindole-2-carboxylic acid ethyl ester hydrochloride, 41.4 g of potassium carbonate, and 25 ml of benzyl bromide are heated under reflux for 6 hours in 900 ml of acetone. After cooling, the reaction mixture is concentrated to dryness, the residue is taken up in ethyl acetate and saturated sodium bicarbonate solution, the organic phase is separated and extracted three times with saturated sodium bicarbonate solution. The... Reactants: CC(C)(OC(=O)NC1=C(C=C(C=C1)O)C)C (4-(1,1-dimethylethoxycarbonyl)amino-3-methylphenol), C(=O)([O-])[O-].[Cs+].[Cs+] (Cs2CO3), BrCC(=O)N (bromoacetamide). Solvent: CN(C)C=O (DMF). Run at time 24 hour. Product: CC(C)(OC(=O)NC1=C(C=C(OCC(=O)N)C=C1)C)C (4-(1,1-dimethyl-ethoxycarbonyl)amino-3-methylphenoxyacetamide). Isolated yield 78.2%. RXN SMILES: [CH3:1][C:2]([CH3:16])([O:4][C:5]([NH:7][C:8]1[CH:13]=[CH:12][C:11]([OH:14])=[CH:10][C:9]=1[CH3:15])=[O:6])[CH3:3].C([O-])([O-])=O.[Cs+].[Cs+].Br[CH2:24][C:25]([NH2:27])=[O:26]>CN(C=O)C>[CH3:3][C:2]([CH3:16])([O:4][C:5]([NH:7][C:8]1[CH:13]=[CH:12][C:11]([O:14][CH2:24][C:25]([NH2:27])=[O:26])=[CH:10][C:9]=1[CH3:15])=[O:6])[CH3:1] |f:1.2.3|. Procedure: To a 200 mL round bottomed flask with a stirring bar, and an argon inlet was added 4-(1,1-dimethylethoxycarbonyl)amino-3-methylphenol (5.00 g, 22.39 mmot), Cs2CO3 (14.59 g, 44.78 mmol), DMF (50 mL), and bromoacetamide (3.24 g, 23.51 mmol). This mixture was stirred vigorously at ambient temperature for 24 h. The mixture was filtered through a frit and the DMF was removed under high vacuum. The residue was dissolved in EtOAc (300 mL) and washed wit H2O (2×) and brine (1×). Drying (MgSO4), filtrati... The reactants are CCN(C(C)C)C(C)C (DIPEA), Intermediate 64, N1=CC(=CC=C1)N1N=NC(=C1)C(=O)NCC(=O)O ([(1-pyridin-3-yl-1H-[1,2,3]triazole-4-carbonyl)-amino]-acetic acid), [Pb].O (water lead), FC(C(=O)O)(F)F.FC(C1=C(OC2CCNCC2)C=CC=C1)(F)F (4-(2-trifluoromethyl-phenoxy)-piperidine trifluoroacetate), C=1C=CC2=C(C1)N=NN2O (HOBt), CCN=C=NCCCN(C)C (EDCI), NC=1C=NC=CC1 (3-aminopyridine). The solvent is CN(C)C=O (DMF). Run at time 2 minute. Yields the product O=C(CNC(=O)C=1N=NN(C1)C=1C=NC=CC1)N1CCC(CC1)OC1=C(C=CC=C1)C(F)(F)F (1-pyridin-3-yl-1H-[1,2,3]triazole-4-carboxylic acid {2-oxo-2-[4-(2-trifluoromethyl-phenoxy)-piperidin-1-yl]-ethyl}-amide). Isolated yield 15.6%. RXN SMILES: CC[N:3]([CH:7]([CH3:9])C)[CH:4]([CH3:6])C.C1C=CC2N(O)N=NC=2C=1.CCN=C=NCCCN(C)C.[N:31]1[CH:36]=[CH:35][CH:34]=[C:33]([N:37]2[CH:41]=[C:40]([C:42]([NH:44][CH2:45][C:46]([OH:48])=O)=[O:43])[N:39]=[N:38]2)[CH:32]=1.NC1C=NC=CC=1.FC(F)(F)C(O)=O.[F:63][C:64]([F:79])([F:78])[C:65]1[CH:77]=[CH:76][CH:75]=[CH:74][C:66]=1[O:67][CH:68]1CCNCC1.[Pb].O>CN(C=O)C>[O:48]=[C:46]([N:3]1[CH2:4][CH2:6][CH:68]([O:67][C:66]2[CH:74]=[CH:75][CH:76]=[CH:77][C:65]=2[C:64]([F:63])([F:78])[F:79])[CH2:9][CH2:7]1)[CH2:45][NH:44][C:42]([C:40]1[N:39]=[N:38][N:37]([C:33]2[CH:32]=[N:31][CH:36]=[CH:35][CH:34]=2)[CH:41]=1)=[O:43] |f:5.6,7.8,^3:79|. Procedure: DIPEA (156.8 mg, 1.5 mmol) followed by HOBt (53 mg, 0.29 mmol) and EDCI (75 mg, 0.39 mmol) were added to a stirred solution of [(1-pyridin-3-yl-1H-[1,2,3]triazole-4-carbonyl)-amino]-acetic acid (prepared by the method used for the synthesis of Intermediate 64, starting from 3-aminopyridine, and subsequently, application of Step 3 of the General Scheme) (75 g, 0.3 mmol) in DMF (4 mL). After 2 minutes of stirring, 4-(2-trifluoromethyl-phenoxy)-piperidine trifluoroacetate (85 mg, 0.3 mmol) was adde... Starting materials: ClCCl, Cc1ccccc1, Nc1cccnc1Cl, Nc1ccccc1C(=O)c1cccc(Cl)c1. Yields the product Nc1cccnc1Nc1ccccc1C(=O)c1cccc(Cl)c1. RXN SMILES: [CH2:32]([Cl:33])[Cl:34].[CH3:25][c:26]1[cH:27][cH:28][cH:29][cH:30][cH:31]1.[NH2:17][c:18]1[c:19]([Cl:24])[n:20][cH:21][cH:22][cH:23]1.[NH2:1][c:2]1[c:3]([C:4](=[O:5])[c:6]2[cH:7][c:8]([Cl:12])[cH:9][cH:10][cH:11]2)[cH:13][cH:14][cH:15][cH:16]1>>[NH:1]([c:2]1[c:3]([C:4](=[O:5])[c:6]2[cH:7][c:8]([Cl:12])[cH:9][cH:10][cH:11]2)[cH:13][cH:14][cH:15][cH:16]1)[c:19]1[c:18]([NH2:17])[cH:23][cH:22][cH:21][n:20]1.